From a dataset of the Open Reaction Database (ORD), a public repository of structured organic reaction records. describe an organic reaction: reactants, conditions, products, and yield Reactants: C1CCOC1, CSc1ccc(N)cc1Cl, O=N[O-], [Na+], O, O=S(=O)(O)O. Yields the product CSc1ccc(O)cc1Cl. Reaction SMILES: [CH2:20]1[O:21][CH2:22][CH2:23][CH2:24]1.[Cl:1][c:2]1[cH:3][c:4]([NH2:5])[cH:6][cH:7][c:8]1[S:9][CH3:10].[N:16]([O-:17])=[O:18].[Na+:19].[OH2:25].[S:11]([OH:12])(=[O:13])(=[O:14])[OH:15]>>[Cl:1][c:2]1[cH:3][c:4]([OH:12])[cH:6][cH:7][c:8]1[S:9][CH3:10]. Yields the product COC=1C=C(C(=O)NCCC2=CC=C(C=C2)C2=CC=C(C=C2)O)C=CC1OC (4-[2-(3,4-Dimethoxy-benzamido)-ethyl]-4'-hydroxy-biphenyl). Yield: 60.0%. Reported procedure: 4-[2-(3,4-Dimethoxy-benzamido)-ethyl]-4'-hydroxy-biphenyl was prepared analogous to Example I from 4-[2-amino-ethyl]-4'-hydroxy-biphenyl and 3,4-dimethoxybenzoyl chloride. Yield: 60% of theory; m.p. 170° C. Reaction SMILES: [NH2:1][CH2:2][CH2:3][C:4]1[CH:9]=[CH:8][C:7]([C:10]2[CH:15]=[CH:14][C:13]([OH:16])=[CH:12][CH:11]=2)=[CH:6][CH:5]=1.[CH3:17][O:18][C:19]1[CH:20]=[C:21]([CH:25]=[CH:26][C:27]=1[O:28][CH3:29])[C:22](Cl)=[O:23]>>[CH3:17][O:18][C:19]1[CH:20]=[C:21]([CH:25]=[CH:26][C:27]=1[O:28][CH3:29])[C:22]([NH:1][CH2:2][CH2:3][C:4]1[CH:9]=[CH:8][C:7]([C:10]2[CH:15]=[CH:14][C:13]([OH:16])=[CH:12][CH:11]=2)=[CH:6][CH:5]=1)=[O:23]. Reactants: NCCC1=CC=C(C=C1)C1=CC=C(C=C1)O (4-[2-amino-ethyl]-4'-hydroxy-biphenyl), COC=1C=C(C(=O)Cl)C=CC1OC (3,4-dimethoxybenzoyl chloride). Starting materials: [BH4-].[Na+] (sodium borohydride), [N+](=O)([O-])C1=CC2=C(SC3=C(C(C2)=O)C=CC=C3)C=C1 (10,11-dihydro-2-nitro-dibenzo[b,f]thiepin- 10-one), S(O)(O)(=O)=O (sulphuric acid). The solvent is O1CCOCC1 (dioxane), O (water), O1CCOCC1 (dioxane), O (water). Run at time 8 hour. Yields the product [N+](=O)([O-])C1=CC2=C(SC3=C(C(C2)O)C=CC=C3)C=C1 (10,11-dihydro-2-nitro- dibenzo[b,f]thiepin-10-ol). As a reaction SMILES: [N+:1]([C:4]1[CH:19]=[CH:18][C:7]2[S:8][C:9]3[CH:17]=[CH:16][CH:15]=[CH:14][C:10]=3[C:11](=[O:13])[CH2:12][C:6]=2[CH:5]=1)([O-:3])=[O:2].[BH4-].[Na+].S(=O)(=O)(O)O>O1CCOCC1.O>[N+:1]([C:4]1[CH:19]=[CH:18][C:7]2[S:8][C:9]3[CH:17]=[CH:16][CH:15]=[CH:14][C:10]=3[CH:11]([OH:13])[CH2:12][C:6]=2[CH:5]=1)([O-:3])=[O:2] |f:1.2|. Procedure details: 165.3 g of 10,11-dihydro-2-nitro-dibenzo[b,f]thiepin- 10-one are suspended in 6 litres of dioxane and treated with a solution of 63 g of sodium borohydride in 300 ml of dioxane and 300 ml of water. The mixture is stirred overnight at room temperature, then diluted with water, made neutral with sulphuric acid and extracted with ethyl acetate. The organic phase is washed with water, dried over sodium sulphate and evaporated under reduced pressure. The 10,11-dihydro-2-nitro- dibenzo[b,f]thiepin-10-... Reactants: COC=1C=C(N)C=C(C1OC)OC (3,4,5-trimethoxyaniline), C([O-])([O-])=O.[K+].[K+] (potassium carbonate), ClC(=O)OCC (ethyl chloroformate). Solvent: O1CCCC1 (tetrahydrofuran). Reaction conditions: time 48 hour. The product is COC=1C=C(C=C(C1OC)OC)NC(OCC)=O (ethyl 3,4,5-trimethoxyphenylcarbamate). Yield: 72.5%. RXN SMILES: [CH3:1][O:2][C:3]1[CH:4]=[C:5]([CH:7]=[C:8]([O:12][CH3:13])[C:9]=1[O:10][CH3:11])[NH2:6].C(=O)([O-])[O-].[K+].[K+].Cl[C:21]([O:23][CH2:24][CH3:25])=[O:22]>O1CCCC1>[CH3:13][O:12][C:8]1[CH:7]=[C:5]([NH:6][C:21](=[O:22])[O:23][CH2:24][CH3:25])[CH:4]=[C:3]([O:2][CH3:1])[C:9]=1[O:10][CH3:11] |f:1.2.3|. Procedure details: To a solution of 3,4,5-trimethoxyaniline (6 g) in tetrahydrofuran (125 ml) at room temperature was added potassium carbonate (5.42 g) followed by ethyl chloroformate (3.55 g). The mixture was stirred at room temperature for 48 hours, then solvent removed under reduced pressure. The residue was stirred with diethyl ether and filtered. The solid material remaining on the filter was extracted with acetone, the organic extracts combined, and solvent removed from the combined extracts under reduced p... Reactants: ClCCl, Cc1ccccc1-c1nccc2c(-c3ccc(F)cc3F)cc(=O)[nH]c12, O=C(OO)c1cccc(Cl)c1. Yields the product Cc1ccccc1-c1c2[nH]c(=O)cc(-c3ccc(F)cc3F)c2cc[n+]1[O-]. RXN SMILES: [Cl:38][CH2:39][Cl:40].[F:12][c:13]1[c:14](-[c:20]2[cH:21][c:22](=[O:37])[nH:23][c:24]3[c:25](-[c:30]4[c:31]([CH3:36])[cH:32][cH:33][cH:34][cH:35]4)[n:26][cH:27][cH:28][c:29]23)[cH:15][cH:16][c:17]([F:19])[cH:18]1.[OH:1][O:2][C:3]([c:4]1[cH:5][c:6]([Cl:7])[cH:8][cH:9][cH:10]1)=[O:11]>>[O-:1][n+:26]1[c:25](-[c:30]2[c:31]([CH3:36])[cH:32][cH:33][cH:34][cH:35]2)[c:24]2[nH:23][c:22](=[O:37])[cH:21][c:20](-[c:14]3[c:13]([F:12])[cH:18][c:17]([F:19])[cH:16][cH:15]3)[c:29]2[cH:28][cH:27]1. Starting materials: CS(C)=O, Cl, COc1cc(F)ccc1[N+](=O)[O-], [Na+], [OH-]. The product is COc1cc(O)ccc1[N+](=O)[O-]. RXN SMILES: [CH3:16][S:17]([CH3:18])=[O:19].[ClH:15].[F:1][c:2]1[cH:3][c:4]([O:11][CH3:12])[c:5]([N+:8](=[O:9])[O-:10])[cH:6][cH:7]1.[Na+:14].[OH-:13]>>[c:2]1([OH:13])[cH:3][c:4]([O:11][CH3:12])[c:5]([N+:8](=[O:9])[O-:10])[cH:6][cH:7]1.